This data is from the Open Reaction Database (ORD), a public repository of structured organic reaction records. The task is: describe an organic reaction: reactants, conditions, products, and yield Starting materials: CC[SiH](CC)CC, O=C(OC(=O)C(Cl)(Cl)Cl)C(Cl)(Cl)Cl, ClCCl, [Na+], [OH-], O=C(O)C(Cl)(Cl)Cl, N#Cc1ccc2c(c1)CN(S(=O)(=O)c1cccs1)C(Cc1ccccc1)CN2, O=Cc1c[nH]cn1. Yields the product N#Cc1ccc2c(c1)CN(S(=O)(=O)c1cccs1)C(Cc1ccccc1)CN2Cc1c[nH]cn1. Reaction SMILES: [CH2:56]([SiH:57]([CH2:58][CH3:59])[CH2:60][CH3:61])[CH3:62].[Cl:43][C:44]([Cl:45])([Cl:46])[C:47]([O:48][C:49](=[O:50])[C:51]([Cl:52])([Cl:53])[Cl:54])=[O:55].[Cl:65][CH2:66][Cl:67].[Na+:64].[OH-:63].[OH:36][C:37]([C:38]([Cl:39])([Cl:40])[Cl:41])=[O:42].[c:1]1([CH2:7][CH:8]2[CH2:9][NH:10][c:11]3[c:12]([cH:23][c:24]([C:27]#[N:28])[cH:25][cH:26]3)[CH2:13][N:14]2[S:15](=[O:16])(=[O:17])[c:18]2[s:19][cH:20][cH:21][cH:22]2)[cH:2][cH:3][cH:4][cH:5][cH:6]1.[nH:29]1[cH:30][n:31][c:32]([CH:34]=[O:35])[cH:33]1>>[c:1]1([CH2:7][CH:8]2[CH2:9][N:10]([CH2:34][c:32]3[n:31][cH:30][nH:29][cH:33]3)[c:11]3[c:12]([cH:23][c:24]([C:27]#[N:28])[cH:25][cH:26]3)[CH2:13][N:14]2[S:15](=[O:16])(=[O:17])[c:18]2[s:19][cH:20][cH:21][cH:22]2)[cH:2][cH:3][cH:4][cH:5][cH:6]1. Starting materials: S(=O)(Cl)Cl (Thionyl chloride), Cl.C1(=CC=CC=C1)N[C@H]1CC[C@H](CC1)C(=O)O (cis-4-(phenylamino)cyclohexanecarboxylic acid hydrochloride), CO (MeOH). Yields the product C1(=CC=CC=C1)N[C@H]1CC[C@H](CC1)C(=O)OC (cis-methyl 4-(phenylamino)cyclohexanecarboxylate). The yield is 78.0%. As a reaction SMILES: S(Cl)(Cl)=O.Cl.[C:6]1([NH:12][C@@H:13]2[CH2:18][CH2:17][C@H:16]([C:19]([OH:21])=[O:20])[CH2:15][CH2:14]2)[CH:11]=[CH:10][CH:9]=[CH:8][CH:7]=1.[CH3:22]O>>[C:6]1([NH:12][C@@H:13]2[CH2:14][CH2:15][C@H:16]([C:19]([O:21][CH3:22])=[O:20])[CH2:17][CH2:18]2)[CH:7]=[CH:8][CH:9]=[CH:10][CH:11]=1 |f:1.2|. Procedure: Thionyl chloride (0.65 g, 5.47 mmol) was added to a stirred solution of cis-4-(phenylamino)cyclohexanecarboxylic acid hydrochloride (600 mg, 2.74 mmol) in MeOH (10 ml) at room temperature and heated at reflux for 5 h. The reaction mixture was concentrated under reduced pressure. The crude product was basified with saturated sodium bicarbonate solution and extracted with DCM (2×25 ml). The combined organic layer was washed with brine, dried over anhydrous sodium sulfate, filtered and concentrated... Starting materials: [Si](C)(C)(C)C(F)(F)F (TMSCF3), FC(C(C1=CC=C(C=C1)OCCCC(F)(F)F)=NS(=O)C(C)(C)C)(C(N1CCCCC1)=O)F (N-(2,2-Difluoro-3-oxo-3-(piperidin-1-yl)-1-(4-(4,4,4-trifluorobutoxy)phenyl)propylidene)-2-methylpropane-2-sulfinamide). Reagents/catalysts: CCCC[N+](CCCC)(CCCC)CCCC.C1=CC=C(C=C1)[Si-](C2=CC=CC=C2)(C3=CC=CC=C3)(F)F (TBAT). The solvent is C1CCOC1 (THF), CN(C)C=O (DMF), C1CCOC1 (THF). Reaction conditions: temperature 0 celsius, time 1 hour. The product is CC(C)(C)S(=O)NC(C(F)(F)F)(C(C(N1CCCCC1)=O)(F)F)C1=CC=C(C=C1)OCCCC(F)(F)F (2-Methyl-N-(1,1,1,3,3-pentafluoro-4-oxo-4-(piperidin-1-yl)-2-(4-(4,4,4-trifluorobutoxy)phenyl)butan-2-yl)propane-2-sulfinamide). Isolated yield 57.9%. Reaction SMILES: [F:1][C:2]([F:33])([C:25](=[O:32])[N:26]1[CH2:31][CH2:30][CH2:29][CH2:28][CH2:27]1)[C:3](=[N:18][S:19]([C:21]([CH3:24])([CH3:23])[CH3:22])=[O:20])[C:4]1[CH:9]=[CH:8][C:7]([O:10][CH2:11][CH2:12][CH2:13][C:14]([F:17])([F:16])[F:15])=[CH:6][CH:5]=1.[Si]([C:38]([F:41])([F:40])[F:39])(C)(C)C>CCCC[N+](CCCC)(CCCC)CCCC.C1C=CC([Si-](F)(F)(C2C=CC=CC=2)C2C=CC=CC=2)=CC=1.CN(C=O)C.C1COCC1>[CH3:22][C:21]([S:19]([NH:18][C:3]([C:4]1[CH:5]=[CH:6][C:7]([O:10][CH2:11][CH2:12][CH2:13][C:14]([F:17])([F:16])[F:15])=[CH:8][CH:9]=1)([C:2]([F:1])([F:33])[C:25](=[O:32])[N:26]1[CH2:27][CH2:28][CH2:29][CH2:30][CH2:31]1)[C:38]([F:41])([F:40])[F:39])=[O:20])([CH3:24])[CH3:23] |f:2.3|. Reported procedure: To a solution of TBAT (3.43 g, 6.36 mmol) in DMF (5.89 mL) was added a solution of Intermediate 103C (1.17 g, 2.356 mmol) in THF (5.89 mL). The solution was cooled to 0° C., and then 2 M TMSCF3 (3.53 mL, 7.07 mmol) in THF was added dropwise. The reaction was stirred at 0° C. for 1 h, and then quenched with brine (20 mL) at 0° C. The mixture was warmed to rt and diluted with water and EtOAc. The layers were separated. The aqueous layer was washed with EtOAc. The combined organic layers were washe... The reactants are O=C([O-])[O-], CC(C)I, [K+], [K+], N#Cc1nn(-c2c(Cl)cc(C(F)(F)F)cc2Cl)c(N)c1C(=O)C(F)(F)F, O. Product: CC(C)Nc1c(C(=O)C(F)(F)F)c(C#N)nn1-c1c(Cl)cc(C(F)(F)F)cc1Cl. Reaction SMILES: [C:27](=[O:28])([O-:29])[O-:30].[I:33][CH:34]([CH3:35])[CH3:36].[K+:31].[K+:32].[NH2:1][c:2]1[c:3]([C:21]([C:22]([F:23])([F:24])[F:25])=[O:26])[c:4]([C:19]#[N:20])[n:5][n:6]1-[c:7]1[c:8]([Cl:18])[cH:9][c:10]([C:14]([F:15])([F:16])[F:17])[cH:11][c:12]1[Cl:13].[OH2:37]>>[NH:1]([c:2]1[c:3]([C:21]([C:22]([F:23])([F:24])[F:25])=[O:26])[c:4]([C:19]#[N:20])[n:5][n:6]1-[c:7]1[c:8]([Cl:18])[cH:9][c:10]([C:14]([F:15])([F:16])[F:17])[cH:11][c:12]1[Cl:13])[CH:34]([CH3:35])[CH3:36].